From a dataset of the Open Reaction Database (ORD), a public repository of structured organic reaction records. describe an organic reaction: reactants, conditions, products, and yield The reactants are CN(C(C#C)CC(CCCCC)=O)C (3-(dimethylamino)-1-decyn-5-one). The solvent is CO (methanol), CCOCC (ether). Conditions: time 5 hour. The product is C#CC=CC(CCCCC)=O (3-decen-1-yn-5-one). RXN SMILES: CN(C)[CH:3]([CH2:6][C:7](=[O:13])[CH2:8][CH2:9][CH2:10][CH2:11][CH3:12])[C:4]#[CH:5]>CO.CCOCC>[CH:5]#[C:4][CH:3]=[CH:6][C:7](=[O:13])[CH2:8][CH2:9][CH2:10][CH2:11][CH3:12]. Procedure: To a solution of 3-(dimethylamino)-1-decyn-5-one (2.2 g), described in Example 39, in methanol (20 ml) p-toluenesulfonic acid (1 g) is added. The solution is allowed to stay at room temperature for 5 hr. then diluted with ether. The organic layer is washed with water, dried (MgSO4) and evaporated to dryness. Chromatographic purification of the residue on 25 g silica gel with ether-hexane (1:4) affords 3-decen-1-yn-5-one. Starting materials: O=C(O)c1ccc(C(F)(F)F)cn1, COC(=O)c1ccc(N)cc1OC. Reagents/catalysts: CC(C)COC(=O)Cl (IBCF), CN1CCOCC1 (NMM). Solvent: CN(C)C=O (DMF), CN(C)C=O (DMF), CN(C)C=O (DMF), CN(C)C=O (DMF), CN(C)C=O (DMF), CN(C)C=O (DMF). Run at temperature 25 celsius, time 2 hour. Yields the product COC(=O)c1ccc(NC(=O)c2ccc(C(F)(F)F)cn2)cc1OC. The yield is 0.1%. RXN SMILES: COC(=O)c1ccc(N)cc1OC.O=C(O)c1ccc(C(F)(F)F)cn1.CC(C)COC(=O)Cl.CN1CCOCC1.CN(C)C=O>>COC(=O)c1ccc(NC(=O)c2ccc(C(F)(F)F)cn2)cc1OC.